From a dataset of the Open Reaction Database (ORD), a public repository of structured organic reaction records. describe an organic reaction: reactants, conditions, products, and yield The reactants are [H-].[Na+] (sodium hydride), C([O-])(O)=O.[Na+] (sodium bicarbonate), COC([C@@H](NC(=O)OCC1=CC=CC=C1)CC1=CC=C(C=C1)O)=O (N-benzyloxycarbonyl-tyrosine-methyl ester), BrCCOCCOC (1-bromo-2-(2-methoxyethoxy)-ethane). Run in CN(C=O)C (N,N-dimethylformamide), C1(=CC=CC=C1)C (toluene). Reaction conditions: time 10 minute. Yields the product COC([C@@H](NC(=O)OCC1=CC=CC=C1)CC1=CC=C(C=C1)OCCOCCOC)=O (N-Benzyloxycarbonyl-3-[4-(1,4,7-trioxaoctyl)-phenyl]-alanine-methyl ester). As a reaction SMILES: [CH3:1][O:2][C:3](=[O:24])[C@H:4]([CH2:16][C:17]1[CH:22]=[CH:21][C:20]([OH:23])=[CH:19][CH:18]=1)[NH:5][C:6]([O:8][CH2:9][C:10]1[CH:15]=[CH:14][CH:13]=[CH:12][CH:11]=1)=[O:7].[H-].[Na+].Br[CH2:28][CH2:29][O:30][CH2:31][CH2:32][O:33][CH3:34].C(=O)(O)[O-].[Na+]>CN(C)C=O.C1(C)C=CC=CC=1>[CH3:1][O:2][C:3](=[O:24])[C@H:4]([CH2:16][C:17]1[CH:18]=[CH:19][C:20]([O:23][CH2:28][CH2:29][O:30][CH2:31][CH2:32][O:33][CH3:34])=[CH:21][CH:22]=1)[NH:5][C:6]([O:8][CH2:9][C:10]1[CH:15]=[CH:14][CH:13]=[CH:12][CH:11]=1)=[O:7] |f:1.2,4.5|. Reported procedure: 6.59 g (20 mmol) of N-benzyloxycarbonyl-tyrosine-methyl ester is dissolved in 25 ml of anhydrous N,N-dimethylformamide and mixed at 0° C. under argon with 0.81 g (20.5 mmol) of sodium hydride dispersion (60% in mineral oil). The batch is allowed to stir for 10 minutes, then 3.75 g (20.5 mmol) of 1-bromo-2-(2-methoxyethoxy)-ethane is added, the reaction temperature is allowed to increase to room temperature and stirred for another three hours. For working-up, the batch is taken up in toluene and ...